Dataset: the Open Reaction Database (ORD), a public repository of structured organic reaction records. Task: describe an organic reaction: reactants, conditions, products, and yield The reactants are C1CCOC1, CCSc1nc(N2CCC(C(=O)OC)CC2)cc(C)c1C(=O)N(C)c1cccc(F)c1, CO, Cl, [Li+], [OH-]. The product is CCSc1nc(N2CCC(C(=O)O)CC2)cc(C)c1C(=O)N(C)c1cccc(F)c1. RXN SMILES: [CH2:37]1[O:38][CH2:39][CH2:40][CH2:41]1.[CH3:1][O:2][C:3](=[O:4])[CH:5]1[CH2:6][CH2:7][N:8]([c:11]2[n:12][c:13]([S:29][CH2:30][CH3:31])[c:14]([C:18]([N:19]([CH3:20])[c:21]3[cH:22][c:23]([F:27])[cH:24][cH:25][cH:26]3)=[O:28])[c:15]([CH3:17])[cH:16]2)[CH2:9][CH2:10]1.[CH3:35][OH:36].[ClH:34].[Li+:33].[OH-:32]>>[O:2]=[C:3]([OH:4])[CH:5]1[CH2:6][CH2:7][N:8]([c:11]2[n:12][c:13]([S:29][CH2:30][CH3:31])[c:14]([C:18]([N:19]([CH3:20])[c:21]3[cH:22][c:23]([F:27])[cH:24][cH:25][cH:26]3)=[O:28])[c:15]([CH3:17])[cH:16]2)[CH2:9][CH2:10]1. Starting materials: CC=1NC(=C(C(C1C(=O)OC)C1=CC(=CC=C1)[N+](=O)[O-])C(=O)OCCOCCN1C(C=2C(C1=O)=CC=CC2)=O)C (methyl 2-(2-phthalimidoethoxy)ethyl 2,6-dimethyl-4-(m-nitrophenyl)-1,4-dihydropyridine-3,5-dicarboxylate), O.NN (hydrazine monohydrate). The solvent is C(C)O (ethanol). Product: CC=1NC(=C(C(C1C(=O)OCCOCCN)C1=CC(=CC=C1)[N+](=O)[O-])C(=O)OC)C (2-(2-aminoethoxy)ethyl methyl 2,6-dimethyl-4-(m-nitrophenyl)-1,4-dihydropyridine-3,5-dicarboxylate). The yield is 68.8%. As a reaction SMILES: [CH3:1][C:2]1[NH:3][C:4]([CH3:40])=[C:5]([C:21]([O:23][CH2:24][CH2:25][O:26][CH2:27][CH2:28][N:29]2C(=O)C3=CC=CC=C3C2=O)=[O:22])[CH:6]([C:12]2[CH:17]=[CH:16][CH:15]=[C:14]([N+:18]([O-:20])=[O:19])[CH:13]=2)[C:7]=1[C:8]([O:10][CH3:11])=[O:9].O.NN>C(O)C>[CH3:40][C:4]1[NH:3][C:2]([CH3:1])=[C:7]([C:8]([O:10][CH3:11])=[O:9])[CH:6]([C:12]2[CH:17]=[CH:16][CH:15]=[C:14]([N+:18]([O-:20])=[O:19])[CH:13]=2)[C:5]=1[C:21]([O:23][CH2:24][CH2:25][O:26][CH2:27][CH2:28][NH2:29])=[O:22] |f:1.2|. Procedure: A solution of 9.14 g of methyl 2-(2-phthalimidoethoxy)ethyl 2,6-dimethyl-4-(m-nitrophenyl)-1,4-dihydropyridine-3,5-dicarboxylate and 4,2 g of hydrazine monohydrate in 100 ml of ethanol was refluxed for 2 hours under heating. After cooling the reaction solution with ice and then adding thereto 100 ml of chloroform, precipitates were removed by filtration. The filtrate was concentrated under reduced pressure, and the residue was subjected to silica gel column chromatography. The product was eluted... Yields the product FC(F)(F)c1ccc(C=NN2CCNCC2)cc1. As a reaction SMILES: [CH2:39]([Cl:40])[Cl:41].[F:22][C:23]([c:24]1[cH:25][cH:26][c:27]([CH:28]=[O:29])[cH:30][cH:31]1)([F:32])[F:33].[N:1]1([NH:7][C:8](=[O:9])[O:10][C:11]([CH3:12])([CH3:13])[CH3:14])[CH2:2][CH2:3][NH:4][CH2:5][CH2:6]1.[Na+:34].[OH:15][C:16]([C:17]([F:18])([F:19])[F:20])=[O:21].[OH:35][C:36](=[O:37])[O-:38]>>[N:1]1([N:7]=[CH:8][c:27]2[cH:26][cH:25][c:24]([C:23]([F:22])([F:32])[F:33])[cH:31][cH:30]2)[CH2:2][CH2:3][NH:4][CH2:5][CH2:6]1. Reactants: ClCCl, O=Cc1ccc(C(F)(F)F)cc1, CC(C)(C)OC(=O)NN1CCNCC1, [Na+], O=C(O)C(F)(F)F, O=C([O-])O. Starting materials: ClC1=NC(=CC(=C1)Cl)C1=CC=C(C=C1)OC(C)C (2,4-dichloro-6-(4-isopropoxyphenyl)pyridine), COC1=NC(=CC=C1)[Sn](CCCC)(CCCC)CCCC (2-methoxy-6-(tributylstannyl)pyridine), [F-].[Cs+] (CsF). The reagents and catalysts are [Cu]I (CuI), C=1C=CC(=CC1)[P](C=2C=CC=CC2)(C=3C=CC=CC3)[Pd]([P](C=4C=CC=CC4)(C=5C=CC=CC5)C=6C=CC=CC6)([P](C=7C=CC=CC7)(C=8C=CC=CC8)C=9C=CC=CC9)[P](C=1C=CC=CC1)(C=1C=CC=CC1)C=1C=CC=CC1 (Pd(PPh3)4). Run at time 1 hour. Yields the product ClC1=CC(=NC(=C1)C1=CC=C(C=C1)OC(C)C)C1=NC(=CC=C1)OC (4-chloro-6-(4-isopropoxyphenyl)-6′-methoxy-2,2′-bipyridine). Isolated yield 91.8%. Reaction SMILES: Cl[C:2]1[CH:7]=[C:6]([Cl:8])[CH:5]=[C:4]([C:9]2[CH:14]=[CH:13][C:12]([O:15][CH:16]([CH3:18])[CH3:17])=[CH:11][CH:10]=2)[N:3]=1.[CH3:19][O:20][C:21]1[CH:26]=[CH:25][CH:24]=[C:23]([Sn](CCCC)(CCCC)CCCC)[N:22]=1.[F-].[Cs+]>[Cu]I.C1C=CC([P]([Pd]([P](C2C=CC=CC=2)(C2C=CC=CC=2)C2C=CC=CC=2)([P](C2C=CC=CC=2)(C2C=CC=CC=2)C2C=CC=CC=2)[P](C2C=CC=CC=2)(C2C=CC=CC=2)C2C=CC=CC=2)(C2C=CC=CC=2)C2C=CC=CC=2)=CC=1>[Cl:8][C:6]1[CH:5]=[C:4]([C:9]2[CH:14]=[CH:13][C:12]([O:15][CH:16]([CH3:18])[CH3:17])=[CH:11][CH:10]=2)[N:3]=[C:2]([C:23]2[CH:24]=[CH:25][CH:26]=[C:21]([O:20][CH3:19])[N:22]=2)[CH:7]=1 |f:2.3,^1:47,49,68,87|. Procedure: To a 2 dram vial equipped with a stir bar was added 2,4-dichloro-6-(4-isopropoxyphenyl)pyridine (50 mg, 0.18 mmol), 2-methoxy-6-(tributylstannyl)pyridine (701 mg, 0.178 mmol), CuI (9 mg, 0.05 mmol), CsF (82 mg, 0.54 mmol), and Pd(PPh3)4 (10 mg, 8.9 μmol). The vial was sealed with a septum screw-cap and then placed under N2 atmosphere. To the vial was added degassed DMF (1 mL). The vial was placed in a 80° C. heating block with stirring for 1 hour. The reaction mixture was allowed to cool to room... Yields the product CC1=NC(=NC=C1)C1=CC=C(C=O)C=C1 (4-(4-Methyl-2-pyrimidinyl)benzaldehyde). Reaction SMILES: [CH:1]([C:3]1[CH:8]=[CH:7][C:6](B(O)O)=[CH:5][CH:4]=1)=[O:2].Br[C:13]1[N:18]=[C:17]([CH3:19])[CH:16]=[CH:15][N:14]=1.C(C1C=C(B(O)O)C=CC=1)=O.BrC1C=CC=CN=1>>[CH3:19][C:17]1[CH:16]=[CH:15][N:14]=[C:13]([C:6]2[CH:7]=[CH:8][C:3]([CH:1]=[O:2])=[CH:4][CH:5]=2)[N:18]=1. The reactants are C(=O)C1=CC=C(C=C1)B(O)O (4-formylphenylboronic acid), BrC1=NC=CC=C1 (2-bromopyridine), BrC1=NC=CC(=N1)C (2-bromo-4-methylpyrimidine), C(=O)C=1C=C(C=CC1)B(O)O (3-formylphenylboronic acid). Reported procedure: The title compound was prepared by a procedure analogous to Reference Example 12 by substituting 4-formylphenylboronic acid and 2-bromo-4-methylpyrimidine (prepared as described in Helv. Chim. Acta 1992, 75, 1621) for the 3-formylphenylboronic acid and 2-bromopyridine, respectively, of Reference Example 12. MS 199 (M+H)+. Starting materials: IC1=C(C=CC=C1)[N+](=O)[O-] (1-iodo-2-nitrobenzene), C(C)(C)(C)OC(CCCCNC(CCCCCCC)=O)=O (5-octanoylamino-pentanoic acid tert-butyl ester). Yields the product C(C)(C)(C)OC(CCCCN1C(=NC2=C1C=CC=C2)CCCCCCC)=O (5-(2-Heptyl-benzoimidazol-1-yl)-pentanoic Acid tert-butyl Ester). Isolated yield 21.5%. RXN SMILES: I[C:2]1[CH:7]=[CH:6][CH:5]=[CH:4][C:3]=1[N+:8]([O-])=O.[C:11]([O:15][C:16](=[O:31])[CH2:17][CH2:18][CH2:19][CH2:20][NH:21][C:22](=O)[CH2:23][CH2:24][CH2:25][CH2:26][CH2:27][CH2:28][CH3:29])([CH3:14])([CH3:13])[CH3:12]>>[C:11]([O:15][C:16](=[O:31])[CH2:17][CH2:18][CH2:19][CH2:20][N:21]1[C:2]2[CH:7]=[CH:6][CH:5]=[CH:4][C:3]=2[N:8]=[C:22]1[CH2:23][CH2:24][CH2:25][CH2:26][CH2:27][CH2:28][CH3:29])([CH3:14])([CH3:13])[CH3:12]. Procedure details: Method A applied to 1-iodo-2-nitrobenzene (125 mg, 0.5 mmol) and 5-octanoylamino-pentanoic acid tert-butyl ester (180 mg, 0.6 mmol) yielded the title compound as yellowy oil (40 mg, 38%). 1H NMR (DMSO) δ 0.86 (t, J=6.8Hz, 3H), 1.22-1.86 (m, 23H), 2.27 (t, J=7.3, 2H), 3.14 (t, J=7.8Hz, 2H), 4.43 (t, J=7.2Hz), 7.49-7.54 (m, 2H), 7.77 (d, J=8.8Hz, 1H), 7.93 (d, J=8.8Hz). Reaction SMILES: Cl[CH2:2][CH2:3][CH2:4][O:5][C:6]1[C:32]([O:33][CH3:34])=[CH:31][C:9]2[CH:10]=[C:11]3[C:16](=[CH:17][C:8]=2[CH:7]=1)[N:15]=[CH:14][C:13]([C:18]#[N:19])=[C:12]3[NH:20][C:21]1[CH:26]=[C:25]([O:27][CH3:28])[C:24]([Cl:29])=[CH:23][C:22]=1[Cl:30].[NH:35]1[CH2:40][CH2:39][O:38][CH2:37][CH2:36]1.[I-].[Na+]>COCCOC>[Cl:30][C:22]1[CH:23]=[C:24]([Cl:29])[C:25]([O:27][CH3:28])=[CH:26][C:21]=1[NH:20][C:12]1[C:11]2[C:16](=[CH:17][C:8]3[CH:7]=[C:6]([O:5][CH2:4][CH2:3][CH2:2][N:35]4[CH2:40][CH2:39][O:38][CH2:37][CH2:36]4)[C:32]([O:33][CH3:34])=[CH:31][C:9]=3[CH:10]=2)[N:15]=[CH:14][C:13]=1[C:18]#[N:19] |f:2.3|. Procedure: Following procedure 1 of Example 17, a mixture of 0.105 g (0.20 mmol) of 8-(3-chloropropoxy)-4-(2,4-dichloro-5-methoxyphenylamino)-7-methoxybenzo[g]quinoline-3-carbonitrile, 0.3 mL of morpholine and 0.01 g of sodium iodide in 10 mL of 1,2-dimethoxyethane is heated under reflux for 7 hours. The resulting solid is purified by silica gel chromatography, utilizing a 98:2 to 94:6 gradient of methylene chloride/methanol to give 0.089 g of 4-(2,4-dichloro-5-methoxyphenylamino)-7-methoxy-8-(3-morpholin-... The reactants are ClCCCOC1=CC2=C(C=C3C(=C(C=NC3=C2)C#N)NC2=C(C=C(C(=C2)OC)Cl)Cl)C=C1OC (8-(3-chloropropoxy)-4-(2,4-dichloro-5-methoxyphenylamino)-7-methoxybenzo[g]quinoline-3-carbonitrile), N1CCOCC1 (morpholine), [I-].[Na+] (sodium iodide). Run in COCCOC (1,2-dimethoxyethane). The product is ClC1=C(C=C(C(=C1)Cl)OC)NC1=C(C=NC2=CC3=C(C=C12)C=C(C(=C3)OCCCN3CCOCC3)OC)C#N (4-(2,4-dichloro-5-methoxyphenylamino)-7-methoxy-8-(3-morpholin-4-yl-propoxy)benzo[g]quinoline-3-carbonitrile). The reactants are O=C([O-])[O-], CN(C)CCCCl, CN(C)C=O, Cl, [K+], [K+], CC(O)C(CCc1ccccc1O)n1cnc(C(N)=O)c1. The product is Cl, Cl, CC(O)C(CCc1ccccc1OCCCN(C)C)n1cnc(C(N)=O)c1. Reaction SMILES: [C:30](=[O:31])([O-:32])[O-:33].[CH3:23][N:24]([CH2:25][CH2:26][CH2:27][Cl:28])[CH3:29].[CH3:36][N:37]([CH3:38])[CH:39]=[O:40].[ClH:22].[K+:34].[K+:35].[OH:1][CH:2]([CH3:3])[CH:4]([CH2:5][CH2:6][c:7]1[c:8]([OH:13])[cH:9][cH:10][cH:11][cH:12]1)[n:14]1[cH:15][n:16][c:17]([C:19](=[O:20])[NH2:21])[cH:18]1>>[ClH:22].[ClH:28].[OH:1][CH:2]([CH3:3])[CH:4]([CH2:5][CH2:6][c:7]1[c:8]([O:13][CH2:27][CH2:26][CH2:25][N:24]([CH3:23])[CH3:29])[cH:9][cH:10][cH:11][cH:12]1)[n:14]1[cH:15][n:16][c:17]([C:19](=[O:20])[NH2:21])[cH:18]1. Reported procedure: To a solution of (S)-(2-amino-benzoylamino)-phenyl-acetic acid methyl ester (330 mg, 1.16 mmol) in THF (30 mL) is added trichloromethyl chloroformate (115 mg, 0.58 mmol). The mixture is stirred at 90° C. for 16 hours. The reaction mixture is allowed to cool to room temperature, diluted with EtOAc (100 mL) and is washed with H2O (50 mL×3). The organic layer is dried over sodium sulfate and concentrated to give the (S)-(2,4-dioxo-1,4-dihydro-2H-quinazolin-3-yl)-phenyl-acetic acid methyl ester (110... Reactants: COC([C@H](C1=CC=CC=C1)NC(C1=C(C=CC=C1)N)=O)=O ((S)-(2-amino-benzoylamino)-phenyl-acetic acid methyl ester), ClC(=O)OC(Cl)(Cl)Cl (trichloromethyl chloroformate). Isolated yield 61.1%. Run at temperature 90 celsius, time 16 hour. Reaction SMILES: [CH3:1][O:2][C:3](=[O:21])[C@@H:4]([NH:11][C:12](=[O:20])[C:13]1[CH:18]=[CH:17][CH:16]=[CH:15][C:14]=1[NH2:19])[C:5]1[CH:10]=[CH:9][CH:8]=[CH:7][CH:6]=1.Cl[C:23](OC(Cl)(Cl)Cl)=[O:24]>C1COCC1.CCOC(C)=O>[CH3:1][O:2][C:3](=[O:21])[C@@H:4]([N:11]1[C:12](=[O:20])[C:13]2[C:14](=[CH:15][CH:16]=[CH:17][CH:18]=2)[NH:19][C:23]1=[O:24])[C:5]1[CH:6]=[CH:7][CH:8]=[CH:9][CH:10]=1. Run in CCOC(=O)C (EtOAc), C1CCOC1 (THF). Product: COC([C@H](C1=CC=CC=C1)N1C(NC2=CC=CC=C2C1=O)=O)=O ((S)-(2,4-dioxo-1,4-dihydro-2H-quinazolin-3-yl)-phenyl-acetic acid methyl ester). The reactants are N1C=C(C2=CC=CC=C12)CC(=O)O (IAA), C(CCC)N(CCCC)CCCC (tri-n-butyl amine), C(C(C)C)OC(=O)Cl (isobutylchlorocarbonate), anhydride, N1C(=CC2=CC=CC=C12)CC(=O)O (indole acetic acid). Run in CN(C=O)C (dimethylformamide), CN(C=O)C (DMF), [OH-].[Na+] (NaOH), [OH-].[Na+] (NaOH). Conditions: time 10 minute. Product: Anti-skatole, N1C=C(C)C2=CC=CC=C12 (skatole), N1C=C(C2=CC=CC=C12)CC(=O)O (indole-3-acetic acid). As a reaction SMILES: N1C2C(=CC=CC=2)C=C1CC(O)=O.[NH:14]1[C:22]2[C:17](=[CH:18][CH:19]=[CH:20][CH:21]=2)[C:16]([CH2:23][C:24]([OH:26])=[O:25])=[CH:15]1.C(N(CCCC)CCCC)CCC.C(OC(Cl)=O)C(C)C>CN(C)C=O.[OH-].[Na+]>[NH:14]1[C:22]2[C:17](=[CH:18][CH:19]=[CH:20][CH:21]=2)[C:16]([CH3:23])=[CH:15]1.[NH:14]1[C:22]2[C:17](=[CH:18][CH:19]=[CH:20][CH:21]=2)[C:16]([CH2:23][C:24]([OH:26])=[O:25])=[CH:15]1 |f:5.6|. Reported procedure: Anti-skatole antibodies were prepared essentially in the same manner as described by Weiler, Planta (1981) 153:319-324 for preparing antibodies to detect a plant hormone, indole acetic acid. A skatole analogue-, indole-3-acetic acid (IAA), bovine serum albumin (BSA) conjugate was prepared by a mixed anhydride method. IAA (52.3 mg, 300 μmol) in 2 ml dimethylformamide (DMF) was treated with 75 μl tri-n-butyl amine and the solution was cooled to about -10° to -15° C. Forty μl of isobutylchlorocarbo...